From a dataset of the Open Reaction Database (ORD), a public repository of structured organic reaction records. describe an organic reaction: reactants, conditions, products, and yield Starting materials: COc1ccc(P2(=S)SP(=S)(c3ccc(OC)cc3)S2)cc1, Cc1ccccc1, Cc1ccc(Cl)c(Nc2ccccc2C=C2CCOC2=O)c1Cl. RXN SMILES: [CH3:24][O:25][c:26]1[cH:27][cH:28][c:29]([P:30]2(=[S:33])[S:31][P:32]([c:34]3[cH:35][cH:36][c:37]([O:38][CH3:39])[cH:40][cH:41]3)(=[S:42])[S:43]2)[cH:44][cH:45]1.[CH3:46][c:47]1[cH:48][cH:49][cH:50][cH:51][cH:52]1.[Cl:1][c:2]1[c:3]([NH:10][c:11]2[c:12]([CH:17]=[C:18]3[C:19](=[O:23])[O:20][CH2:21][CH2:22]3)[cH:13][cH:14][cH:15][cH:16]2)[c:4]([Cl:9])[cH:5][cH:6][c:7]1[CH3:8]>>[Cl:1][c:2]1[c:3]([NH:10][c:11]2[c:12]([CH:17]=[C:18]3[C:19](=[S:33])[O:20][CH2:21][CH2:22]3)[cH:13][cH:14][cH:15][cH:16]2)[c:4]([Cl:9])[cH:5][cH:6][c:7]1[CH3:8]. Yields the product Cc1ccc(Cl)c(Nc2ccccc2C=C2CCOC2=S)c1Cl. The reactants are CC1=C(C(NC(=C1)CC1=CC=CC=C1)=O)CNC(OC(C)(C)C)=O (1,1-dimethylethyl {[4-methyl-2-oxo-6-(phenylmethyl)-1,2-dihydro-3-pyridinyl]methyl}carbamate), Cl (HCl). Product: NCC=1C(NC(=CC1C)CC1=CC=CC=C1)=O (3-(aminomethyl)-4-methyl-6-(phenylmethyl)-2(1H)-pyridinone), Cl (HCl). Yield: 87.0%. Reaction SMILES: [CH3:1][C:2]1[CH:7]=[C:6]([CH2:8][C:9]2[CH:14]=[CH:13][CH:12]=[CH:11][CH:10]=2)[NH:5][C:4](=[O:15])[C:3]=1[CH2:16][NH:17]C(=O)OC(C)(C)C.[ClH:25]>>[NH2:17][CH2:16][C:3]1[C:4](=[O:15])[NH:5][C:6]([CH2:8][C:9]2[CH:10]=[CH:11][CH:12]=[CH:13][CH:14]=2)=[CH:7][C:2]=1[CH3:1].[ClH:25]. Reported procedure: A solution of 1,1-dimethylethyl {[4-methyl-2-oxo-6-(phenylmethyl)-1,2-dihydro-3-pyridinyl]methyl}carbamate (1.2 g, 3.66 mmol) in 4N HCl (in 15 mL 1,4 dioxane) was heated to 60° C. for 1 h. The mixture was cooled to room temperature. The mixture was filtered and dried to give 3-(aminomethyl)-4-methyl-6-(phenylmethyl)-2(1H)-pyridinone as an HCl salt (0.725 g, 87%). LCMS MH+=229.1 1H NMR (400 MHz, DMSO-d6) δ 11.9-12.0 (br s, 1H), 7.99 (br s, 3H), 7.20 (s, 5H), 5.97 (s, 1H), 3.72-3.75 (m, 4H), 2.17 ... The product is C(C)(=O)OCC(=O)OC1=C(C(=O)Cl)C=C(C=C1Cl)Cl (2-acetoxyacetoxy-3,5-dichlorobenzoic acid chloride), C(C)OC([C@@H](N)CC1=CC=CC=C1)=O (L-phenylalanine ethyl ester), C(C)(=O)OC1=C(C(=O)N[C@@H](CC2=CC=CC=C2)C(=O)O)C=C(C=C1Cl)Cl (N-(2-acetoxy-3,5-dichlorobenzoyl)-L-phenylalanine). RXN SMILES: [OH:1][C:2]1[C:21]([Cl:22])=[CH:20][C:19]([Cl:23])=[CH:18][C:3]=1[C:4]([NH:6][C@H:7]([C:15]([OH:17])=[O:16])[CH2:8][C:9]1[CH:14]=[CH:13][CH:12]=[CH:11][CH:10]=1)=[O:5].Cl[C:25]1C(Cl)=C(O)[C:28](=C[CH:33]=1)[C:29](O)=[O:30].C(OCC(OC1C(Cl)=CC(Cl)=CC=1C(O)=O)=O)(=O)C.[C:55]([O:58][CH2:59][C:60]([O:62][C:63]1[C:71]([Cl:72])=[CH:70][C:69]([Cl:73])=[CH:68][C:64]=1[C:65]([Cl:67])=[O:66])=[O:61])(=[O:57])[CH3:56]>>[C:55]([O:58][CH2:59][C:60]([O:62][C:63]1[C:71]([Cl:72])=[CH:70][C:69]([Cl:73])=[CH:68][C:64]=1[C:65]([Cl:67])=[O:66])=[O:61])(=[O:57])[CH3:56].[CH2:25]([O:17][C:15](=[O:16])[C@H:7]([CH2:8][C:9]1[CH:10]=[CH:11][CH:12]=[CH:13][CH:14]=1)[NH2:6])[CH3:33].[C:29]([O:1][C:2]1[C:21]([Cl:22])=[CH:20][C:19]([Cl:23])=[CH:18][C:3]=1[C:4]([NH:6][C@H:7]([C:15]([OH:17])=[O:16])[CH2:8][C:9]1[CH:10]=[CH:11][CH:12]=[CH:13][CH:14]=1)=[O:5])(=[O:30])[CH3:28]. Reported procedure: The invention also provides a method for synthesizing N-(2-hydroxy-3,5-dichlorobenzoyl)-L-phenylalanine, comprising: converting 3-5 dichlorosalicylic acid into 2-acetoxy-acetoxy-3,5-dichlorobenzoic acid; converting 2-acetoxyacetoxy-3,5-dichlorobenzoic acid into 2-acetoxyacetoxy-3,5-dichlorobenzoic acid chloride; reacting 2-acetoxyacetoxy-3,5-dichlorobenzoic acid chloride with L-phenylalanine ethyl ester to form N-(2-acetoxy-3,5-dichlorobenzoyl)-L-phenylalanine; and converting N-(2-acetoxy-3,5-di... Reactants: ClC=1C(=C(C(C(=O)O)=CC1)O)Cl (dichlorosalicylic acid), C(C)(=O)OCC(=O)OC1=C(C(=O)Cl)C=C(C=C1Cl)Cl (2-acetoxyacetoxy-3,5-dichlorobenzoic acid chloride), C(C)(=O)OCC(=O)OC1=C(C(=O)O)C=C(C=C1Cl)Cl (2-acetoxy-acetoxy-3,5-dichlorobenzoic acid), OC1=C(C(=O)N[C@@H](CC2=CC=CC=C2)C(=O)O)C=C(C=C1Cl)Cl (N-(2-hydroxy-3,5-dichlorobenzoyl)-L-phenylalanine), C(C)(=O)OCC(=O)OC1=C(C(=O)O)C=C(C=C1Cl)Cl (2-acetoxyacetoxy-3,5-dichlorobenzoic acid). Reactants: OC1=NOC(=C1)C (3-Hydroxy-5-methylisoxazole), C(C1=CC=CC=C1)(=O)Cl (benzoyl chloride). Solvent: C(C)N(CC)CC (triethylamine). The product is C(C1=CC=CC=C1)(=O)OC1=NOC(=C1)C (3-benzoyloxy-5-methylisoxazole). Reaction SMILES: [OH:1][C:2]1[CH:6]=[C:5]([CH3:7])[O:4][N:3]=1.[C:8](Cl)(=[O:15])[C:9]1[CH:14]=[CH:13][CH:12]=[CH:11][CH:10]=1>C(N(CC)CC)C>[C:8]([O:1][C:2]1[CH:6]=[C:5]([CH3:7])[O:4][N:3]=1)(=[O:15])[C:9]1[CH:14]=[CH:13][CH:12]=[CH:11][CH:10]=1. Procedure: 3-Hydroxy-5-methylisoxazole was reacted with benzoyl chloride in the presence of triethylamine to give 3-benzoyloxy-5-methylisoxazole, which was then reacted with N-bromosuccinimide, to give 3-benzoyloxy-5-bromomethylisoxazole. This was reacted with disodium thioglycolate to give 3-hydroxyisoxazol-5-ylmethylthioacetic acid, which was treated with diphenyldiazomethane to give the benzhydryl ester. Reactants: O=C(c1ccc(O)cc1)c1ccc(Br)cc1, O=C1CCCCCC1, C1CCOC1, [Zn]. Yields the product Oc1ccc(C(=C2CCCCCC2)c2ccc(Br)cc2)cc1. Reaction SMILES: [Br:9][c:10]1[cH:11][cH:12][c:13]([C:16](=[O:17])[c:18]2[cH:19][cH:20][c:21]([OH:24])[cH:22][cH:23]2)[cH:14][cH:15]1.[C:1]1(=[O:8])[CH2:2][CH2:3][CH2:4][CH2:5][CH2:6][CH2:7]1.[CH2:25]1[O:26][CH2:27][CH2:28][CH2:29]1.[Zn:30]>>[C:1]1(=[C:16]([c:13]2[cH:12][cH:11][c:10]([Br:9])[cH:15][cH:14]2)[c:18]2[cH:19][cH:20][c:21]([OH:24])[cH:22][cH:23]2)[CH2:2][CH2:3][CH2:4][CH2:5][CH2:6][CH2:7]1. Reactants: CC(C)(C)NNC(=O)c1ccccc1, Cc1ccccc1, [Na+], [OH-], O=C(Cl)c1cccs1. The product is CC(C)(C)N(NC(=O)c1ccccc1)C(=O)c1cccs1. As a reaction SMILES: [C:1]([CH3:2])([CH3:3])([CH3:4])[NH:5][NH:6][C:7]([c:8]1[cH:9][cH:10][cH:11][cH:12][cH:13]1)=[O:14].[CH3:25][c:26]1[cH:27][cH:28][cH:29][cH:30][cH:31]1.[Na+:16].[OH-:15].[s:17]1[c:18]([C:22](=[O:23])[Cl:24])[cH:19][cH:20][cH:21]1>>[C:1]([CH3:2])([CH3:3])([CH3:4])[N:5]([NH:6][C:7]([c:8]1[cH:9][cH:10][cH:11][cH:12][cH:13]1)=[O:14])[C:22]([c:18]1[s:17][cH:21][cH:20][cH:19]1)=[O:23]. Reactants: C(C1=CC=CC=C1)NC1=C(C=NC=2N1N=CC2Br)C(=O)O (7-Benzylamino-3-bromopyrazolo[1,5-a]pyrimidine-6-carboxylic acid), Cl.N1CCC2(CC1)C=CC1=CC=CC=C12 (spiro[inden-1,4′-piperidine]hydrochloride). The product is C(C1=CC=CC=C1)NC1=C(C=NC=2N1N=CC2Br)C(=O)N2CCC1(CC2)C=CC2=CC=CC=C21 (7-Benzylamino-3-bromo-6-(spiro[inden-1,4′-piperidine]-1′-ylcarbonyl)pyrazolo[1,5-a]pyrimidine). The yield is 102.0%. RXN SMILES: [CH2:1]([NH:8][C:9]1[N:14]2[N:15]=[CH:16][C:17]([Br:18])=[C:13]2[N:12]=[CH:11][C:10]=1[C:19]([OH:21])=O)[C:2]1[CH:7]=[CH:6][CH:5]=[CH:4][CH:3]=1.Cl.[NH:23]1[CH2:28][CH2:27][C:26]2([C:36]3[C:31](=[CH:32][CH:33]=[CH:34][CH:35]=3)[CH:30]=[CH:29]2)[CH2:25][CH2:24]1>>[CH2:1]([NH:8][C:9]1[N:14]2[N:15]=[CH:16][C:17]([Br:18])=[C:13]2[N:12]=[CH:11][C:10]=1[C:19]([N:23]1[CH2:28][CH2:27][C:26]2([C:36]3[C:31](=[CH:32][CH:33]=[CH:34][CH:35]=3)[CH:30]=[CH:29]2)[CH2:25][CH2:24]1)=[O:21])[C:2]1[CH:3]=[CH:4][CH:5]=[CH:6][CH:7]=1 |f:1.2|. Procedure details: In the same manner as in Example 22, step 4 and using 7-benzylamino-3-bromopyrazolo[1,5-a]pyrimidine-6-carboxylic acid (0.091 g, 0.242 mmol) obtained in Example 22, step 3 and spiro[inden-1,4′-piperidine]hydrochloride (WO2004/028459, 0.059 g, 0.267 mmol), the title compound (0.127 g, 95%) was obtained.